This data is from the Open Reaction Database (ORD), a public repository of structured organic reaction records. The task is: describe an organic reaction: reactants, conditions, products, and yield The product is COC=1C=C2CC3=C(NN(C3C=3SC=CC3)C(=O)OC(C)(C)C)C2=CC1 (6-methoxy-2-tert-butyloxycarbonyl-3-(2-thienyl)-1,4-dihydroindeno[1,2-c]pyrazole). Run at time 1.5 hour. Starting materials: [Cl-].[NH4+] (ammonium chloride), C(C)(C)[N-]C(C)C.[Li+] (lithium diisopropylamide), solution, C(C)(C)(C)OC(=O)NN=C1CCC2=CC(=CC=C12)OC (5-methoxyindan-1-one tert-butyloxycarbonylhydrazone), FC(C(=O)O)(F)F (trifluoroacetic acid), S1C(=CC=C1)C(=O)OCC (ethyl thiophene-2-carboxylate), CC=1C(=C(C(=C(C1)C)C)C)C (pentamethylbenzene). Reaction SMILES: C([N-]C(C)C)(C)C.[Li+].[C:9]([O:13][C:14]([NH:16][N:17]=[C:18]1[C:26]2[C:21](=[CH:22][C:23]([O:27][CH3:28])=[CH:24][CH:25]=2)[CH2:20][CH2:19]1)=[O:15])([CH3:12])([CH3:11])[CH3:10].[S:29]1[CH:33]=[CH:32][CH:31]=[C:30]1[C:34](OCC)=O.[Cl-].[NH4+].CC1C(C)=C(C)C(C)=C(C)C=1.FC(F)(F)C(O)=O>CCCCCCC.C1COCC1.C(C1C=CC=CC=1)C.O1CCCC1.ClCCl.CCOCC>[CH3:28][O:27][C:23]1[CH:22]=[C:21]2[C:26](=[CH:25][CH:24]=1)[C:18]1[NH:17][N:16]([C:14]([O:13][C:9]([CH3:12])([CH3:11])[CH3:10])=[O:15])[CH:34]([C:30]3[S:29][CH:33]=[CH:32][CH:31]=3)[C:19]=1[CH2:20]2 |f:0.1,4.5,8.9.10|. Run in ClCCl (dichloromethane), CCCCCCC.C1CCOC1.C(C)C1=CC=CC=C1 (heptane THF ethylbenzene), O1CCCC1 (tetrahydrofuran), CCOCC (ether), O1CCCC1 (tetrahydrofuran). Procedure details: A solution of lithium diisopropylamide (11.3 ml of a 20M solution in heptane/THF/ethylbenzene) was added dropwise to a stirred solution of 5-methoxyindan-1-one tert-butyloxycarbonylhydrazone (2.5 g) in tetrahydrofuran (100 ml) at −78° C. under nitrogen. The mixture was stirred at this temperature for 1.5 hours and then a solution of ethyl thiophene-2-carboxylate (1.69 g) in tetrahydrofuran (10 ml) was added dropwise. After the addition the mixture was stirred for 30 minutes at −78° C. and then a... Starting materials: CC(C)(C)CC1NC(C(=O)Nc2ccn(CCO[Si](C)(C)C(C)(C)C)n2)C(c2cccc(Cl)c2)C1(C#N)c1ccc(Cl)cc1, CC(=O)O, CCOC(C)=O, O. The product is CC(C)(C)CC1NC(C(=O)Nc2ccn(CCO)n2)C(c2cccc(Cl)c2)C1(C#N)c1ccc(Cl)cc1. Reaction SMILES: [C:1]([Si:2]([CH3:3])([CH3:4])[O:6][CH2:7][CH2:8][n:9]1[n:10][c:11]([NH:14][C:15](=[O:16])[CH:17]2[NH:18][CH:19]([CH2:38][C:39]([CH3:40])([CH3:41])[CH3:42])[C:20]([C:29]#[N:30])([c:31]3[cH:32][cH:33][c:34]([Cl:37])[cH:35][cH:36]3)[CH:21]2[c:22]2[cH:23][c:24]([Cl:28])[cH:25][cH:26][cH:27]2)[cH:12][cH:13]1)([CH3:5])([CH3:43])[CH3:44].[CH3:45][C:46](=[O:47])[OH:48].[CH3:50][CH2:51][O:52][C:53]([CH3:54])=[O:55].[OH2:49]>>[OH:6][CH2:7][CH2:8][n:9]1[n:10][c:11]([NH:14][C:15](=[O:16])[CH:17]2[NH:18][CH:19]([CH2:38][C:39]([CH3:40])([CH3:41])[CH3:42])[C:20]([C:29]#[N:30])([c:31]3[cH:32][cH:33][c:34]([Cl:37])[cH:35][cH:36]3)[CH:21]2[c:22]2[cH:23][c:24]([Cl:28])[cH:25][cH:26][cH:27]2)[cH:12][cH:13]1. RXN SMILES: [Cl:1][c:2]1[c:3]2[cH:4][c:5]([NH:17][c:18]3[n:19][nH:20][c:21]([CH3:23])[cH:22]3)[n:6][c:7]([OH:16])[c:8]2[cH:9][c:10]([O:14][CH3:15])[c:11]1[O:12][CH3:13].[P:24]([Cl:25])([Cl:26])([Cl:27])=[O:28]>>[Cl:1][c:2]1[c:3]2[cH:4][c:5]([NH:17][c:18]3[n:19][nH:20][c:21]([CH3:23])[cH:22]3)[n:6][c:7]([Cl:26])[c:8]2[cH:9][c:10]([O:14][CH3:15])[c:11]1[O:12][CH3:13]. The product is COc1cc2c(Cl)nc(Nc3cc(C)[nH]n3)cc2c(Cl)c1OC. Reactants: COc1cc2c(O)nc(Nc3cc(C)[nH]n3)cc2c(Cl)c1OC, O=P(Cl)(Cl)Cl.